From a dataset of the Open Reaction Database (ORD), a public repository of structured organic reaction records. describe an organic reaction: reactants, conditions, products, and yield The reactants are BrC1=C2CCC(C2=C(C(=C1)OC)OC)=O (4-bromo-6,7-dimethoxy-1-indanone), [Cu]C#N (copper(I) cyanide). The reagents and catalysts are O.O.O.O.O.O.[Fe](Cl)(Cl)Cl (iron(III) chloride hexahydrate). Run in CN(C)C=O (DMF), C1(=CC=CC=C1)C (toluene), O (water), O (water), Cl (hydrochloric acid), C1(=CC=CC=C1)C (toluene). Reaction conditions: time 5.75 hour. Product: C(#N)C1=C2CCC(C2=C(C(=C1)OC)OC)=O (4-Cyano-6,7-dimethoxy-1-indanone). Reaction SMILES: Br[C:2]1[CH:10]=[C:9]([O:11][CH3:12])[C:8]([O:13][CH3:14])=[C:7]2[C:3]=1[CH2:4][CH2:5][C:6]2=[O:15].[Cu][C:17]#[N:18]>CN(C=O)C.O.Cl.C1(C)C=CC=CC=1.O.O.O.O.O.O.[Fe](Cl)(Cl)Cl>[C:17]([C:2]1[CH:10]=[C:9]([O:11][CH3:12])[C:8]([O:13][CH3:14])=[C:7]2[C:3]=1[CH2:4][CH2:5][C:6]2=[O:15])#[N:18] |f:6.7.8.9.10.11.12|. Procedure details: A mixture of 6.57 g (24.2 mmol) of 4-bromo-6,7-dimethoxy-1-indanone [Can. J. Chem. 57, 1603 (1979)] and 2.5 g (28 mmol) of copper(I) cyanide in 7 ml of DMF is stirred for 5.75 hours at 170°. The reaction mixture is then cooled to 100° and then 70 ml of toluene and a solution of 9.7 g (36 mmol) of iron(III) chloride hexahydrate in 15.6 ml of water and 3.5 ml of concentrated hydrochloric acid are added in succession thereto. The reaction mixture is then stirred for 30 minutes at 80°, cooled and di... The reactants are COc1ccc(C(=O)Nc2cc(-c3cnn[nH]3)ccc2[N+](=O)[O-])cc1, CO, CCOC(C)=O, O=C(Nc1cc(-c2cccs2)ccc1[N+](=O)[O-])c1ccc(-c2nnn[nH]2)cc1. The product is COc1ccc(C(=O)Nc2cc(-c3cnn[nH]3)ccc2N)cc1. As a reaction SMILES: [CH3:29][O:30][c:31]1[cH:32][cH:33][c:34]([C:35](=[O:36])[NH:37][c:38]2[c:39]([N+:49]([O-:50])=[O:51])[cH:40][cH:41][c:42](-[c:44]3[nH:45][n:46][n:47][cH:48]3)[cH:43]2)[cH:52][cH:53]1.[CH3:54][OH:55].[CH3:56][CH2:57][O:58][C:59](=[O:60])[CH3:61].[N+:1]([c:2]1[cH:3][cH:4][c:5](-[c:6]2[s:7][cH:8][cH:9][cH:10]2)[cH:11][c:12]1[NH:13][C:14](=[O:15])[c:16]1[cH:17][cH:18][c:19](-[c:20]2[nH:21][n:22][n:23][n:24]2)[cH:25][cH:26]1)([O-:27])=[O:28]>>[CH3:29][O:30][c:31]1[cH:32][cH:33][c:34]([C:35](=[O:36])[NH:37][c:38]2[c:39]([NH2:49])[cH:40][cH:41][c:42](-[c:44]3[nH:45][n:46][n:47][cH:48]3)[cH:43]2)[cH:52][cH:53]1. The reactants are N1C(=O)NC(=O)C=C1 (uracil), OO (hydrogen peroxide), aqueous solution, F[B-](F)(F)F.[H+] (tetrafluoroboric acid), FC(F)(F)I (trifluoromethyl iodide). Reagents/catalysts: F[B-](F)(F)F.[Fe+2].F[B-](F)(F)F (iron (II) tetrafluoroborate). Solvent: CS(=O)C (dimethyl sulfoxide), CS(=O)C (dimethyl sulfoxide). Conditions: temperature 45 celsius, time 20 minute. Yields the product FC(C=1C(NC(NC1)=O)=O)(F)F (5-trifluoromethyluracil). The yield is 94.0%. As a reaction SMILES: [NH:1]1[CH:8]=[CH:7][C:5](=[O:6])[NH:4][C:2]1=[O:3].F[B-](F)(F)F.[H+].[F:15][C:16](I)([F:18])[F:17].OO>F[B-](F)(F)F.[Fe+2].F[B-](F)(F)F.CS(C)=O>[F:15][C:16]([F:18])([F:17])[C:7]1[C:5](=[O:6])[NH:4][C:2](=[O:3])[NH:1][CH:8]=1 |f:1.2,5.6.7|. Procedure: 0.11 g (1.0 mmol) of uracil was weighed and placed in a 50 ml two-neck flask equipped with a magnetic rotor and the atmosphere in the flask was replaced with argon. The following materials were added thereinto: 0.21 ml of a 42% tetrafluoroboric acid aqueous solution, 2.0 ml of dimethyl sulfoxide, 3.0 ml of a 2.0 mol/l dimethyl sulfoxide solution of trifluoromethyl iodide, 0.3 ml of a 1.0 mol/l aqueous solution of iron (II) tetrafluoroborate and 0.2 ml of a 30% hydrogen peroxide aqueous solution.... Starting materials: N[C@@H](CO)COC1=CC=C(C=C1)C1=CC=C(C=C1)OC(F)(F)F ((2 S)-2-amino-3-((4′-(trifluoromethoxy)(1,1′-biphenyl)-4-yl)oxy)-1-propanol), C(C1=CC=C(C=C1)OC)=O (para-anisaldehyde), CCCCCCC (heptane). The solvent is C1(=CC=CC=C1)C (toluene). The product is COC1=CC=C(C=C1)\C=N\[C@@H](CO)COC1=CC=C(C=C1)C1=CC=C(C=C1)OC(F)(F)F ((2S)-2-(((E)-(4-methoxyphenyl)methylidene)amino)-3-((4′-(trifluoromethoxy)(1,1′-biphenyl)-4-yl)oxy)-1-propanol). Isolated yield 97.6%. As a reaction SMILES: [NH2:1][C@H:2]([CH2:5][O:6][C:7]1[CH:12]=[CH:11][C:10]([C:13]2[CH:18]=[CH:17][C:16]([O:19][C:20]([F:23])([F:22])[F:21])=[CH:15][CH:14]=2)=[CH:9][CH:8]=1)[CH2:3][OH:4].[CH:24](=O)[C:25]1[CH:30]=[CH:29][C:28]([O:31][CH3:32])=[CH:27][CH:26]=1.CCCCCCC>C1(C)C=CC=CC=1>[CH3:32][O:31][C:28]1[CH:29]=[CH:30][C:25](/[CH:24]=[N:1]/[C@H:2]([CH2:5][O:6][C:7]2[CH:8]=[CH:9][C:10]([C:13]3[CH:18]=[CH:17][C:16]([O:19][C:20]([F:21])([F:22])[F:23])=[CH:15][CH:14]=3)=[CH:11][CH:12]=2)[CH2:3][OH:4])=[CH:26][CH:27]=1. Procedure: A solution of Example 1G (3.236 kg) and para-anisaldehyde (1.484 kg) in toluene (6.631 kg) was heated at 80° C. for 2 hours, treated with heptane (33.147 kg) over 50 minutes, cooled to room temperature over 20 hours, and filtered. The filter cake was rinsed with heptane (6.994 kg), air dried, then vacuum dried (100 mmHg) at 50° C. to provide 4.297 kg (97.6%) of the desired product. 1H NMR (300 MHz, DMSO-d6) δ8.35 (s, 1H), 7.73 (dt, 2H, J=8.9, 2.9 Hz), 7.61 (dt, 2H, J=8.8, 2.9 Hz), 7.41 (dd, 2H, ... The reactants are C(=O)(C(F)(F)F)O (TFA), OCCC1=CC=C(C=C1)OC(N(C1=CC=CC=C1)C)=O (methyl-phenyl-carbamic acid 4-(2-hydroxy-ethyl)-phenyl ester), Cl.ON1C=NC=C1 (1-hydroxyimidazole hydrochloride). Product: N1(C=NC=C1)OCCC1=CC=C(C=C1)OC(N(C1=CC=CC=C1)C)=O (Methyl-phenyl-carbamic acid 4-[2-(imidazol-1-yloxy)-ethyl]-phenyl ester). Yield: 79.0%. RXN SMILES: C(O)(C(F)(F)F)=O.[OH:8][CH2:9][CH2:10][C:11]1[CH:16]=[CH:15][C:14]([O:17][C:18](=[O:27])[N:19]([CH3:26])[C:20]2[CH:25]=[CH:24][CH:23]=[CH:22][CH:21]=2)=[CH:13][CH:12]=1.Cl.O[N:30]1[CH:34]=[CH:33][N:32]=[CH:31]1>>[N:30]1([O:8][CH2:9][CH2:10][C:11]2[CH:12]=[CH:13][C:14]([O:17][C:18](=[O:27])[N:19]([CH3:26])[C:20]3[CH:21]=[CH:22][CH:23]=[CH:24][CH:25]=3)=[CH:15][CH:16]=2)[CH:34]=[CH:33][N:32]=[CH:31]1 |f:2.3|. Reported procedure: The title compound was prepared as its TFA salt in 79% yield as an oil using methyl-phenyl-carbamic acid 4-(2-hydroxy-ethyl)-phenyl ester and 1-hydroxyimidazole hydrochloride. Reactants: CSSC, COCCOC, Cc1cc(C)cc(O)c1, Cl, [Na+], [OH-], SCl. Product: Cc1cc(O)cc(C)c1S. As a reaction SMILES: [CH3:14][S:15][S:16][CH3:17].[CH3:19][O:20][CH2:21][CH2:22][O:23][CH3:24].[CH3:1][c:2]1[cH:3][c:4]([CH3:5])[cH:6][c:7]([OH:8])[cH:9]1.[ClH:18].[Na+:13].[OH-:12].[S:10][Cl:11]>>[CH3:1][c:2]1[c:3]([SH:15])[c:4]([CH3:5])[cH:6][c:7]([OH:8])[cH:9]1.